This data is from the Open Reaction Database (ORD), a public repository of structured organic reaction records. The task is: describe an organic reaction: reactants, conditions, products, and yield Starting materials: CCC(CC)=NO (pentan-3-one oxime), [H-].[Na+] (sodium hydride), FC1=C(C=CC=C1)[N+](=O)[O-] (1-fluoro-2-nitrobenzene), O (water). The solvent is CN(C=O)C (dimethylformamide), CN(C=O)C (dimethylformamide). Reaction conditions: time 15 minute. Product: [N+](=O)([O-])C1=C(C=CC=C1)ON=C(CC)CC (pentan-3-one O-(2-nitrophenyl)oxime). The yield is 111.6%. RXN SMILES: [CH3:1][CH2:2][C:3](=[N:6][OH:7])[CH2:4][CH3:5].[H-].[Na+].F[C:11]1[CH:16]=[CH:15][CH:14]=[CH:13][C:12]=1[N+:17]([O-:19])=[O:18].O>CN(C)C=O>[N+:17]([C:12]1[CH:13]=[CH:14][CH:15]=[CH:16][C:11]=1[O:7][N:6]=[C:3]([CH2:4][CH3:5])[CH2:2][CH3:1])([O-:19])=[O:18] |f:1.2|. Procedure details: To a solution of pentan-3-one oxime (6.00 g) in dimethylformamide (30 ml) was added sodium hydride (60% oil suspension, 2.37 g) under ice cooling. After 15 minutes, to the above mixture was added dropwise 1-fluoro-2-nitrobenzene (5.98 g) in dimethylformamide (30 ml). The mixture was stirred for 3 hours at ambient temperature and poured into a mixture of ice and water. The separated oil was extracted with diethyl ether. The organic layer was washed with water, dried over sodium sulfate and evapor... The reactants are N1C=CC2=CC=C(C=C12)C=O (1H-indole-6-carbaldehyde), C(C)(=O)O.NC[C@H]([C@H](CC1=CC(=CC(=C1)F)F)NC(OC(C)(C)C)=O)O (tert-butyl (1S,2R)-3-amino-1-(3,5-difluorobenzyl)-2-hydroxypropylcarbamate acetate), [BH4-].[Na+] (sodium borohydride). Run in CC(C)O (2-propanol). Conditions: time 12 hour. The product is N1C=CC2=CC=CC=C12 (indole). The yield is 62.8%. As a reaction SMILES: [NH:1]1[C:9]2[C:4](=[CH:5][CH:6]=[C:7](C=O)[CH:8]=2)[CH:3]=[CH:2]1.C(O)(=O)C.NC[C@@H](O)[C@@H](NC(=O)OC(C)(C)C)CC1C=C(F)C=C(F)C=1.[BH4-].[Na+]>CC(O)C>[NH:1]1[C:9]2[C:4](=[CH:5][CH:6]=[CH:7][CH:8]=2)[CH:3]=[CH:2]1 |f:1.2,3.4|. Procedure: To a stirred solution of 1H-indole-6-carbaldehyde (99 mg, 0.68 mmol) and tert-butyl (1S,2R)-3-amino-1-(3,5-difluorobenzyl)-2-hydroxypropylcarbamate acetate 3 (256 mg, 0.68 mmol) in 2-propanol (3 mL) was added sodium borohydride (30 mg, 0.82 mmol). The reaction mixture was stirred for 12 h., quenched with methanol, and concentrated under reduced pressure. Purification by flash column chromatography (silica, 1:1 ethyl acetate/hexanes) provided indole (50 mg): 1H NMR (300 MHz, CDCl3) δ 8.41 (br s, ...